This data is from the Open Reaction Database (ORD), a public repository of structured organic reaction records. The task is: describe an organic reaction: reactants, conditions, products, and yield Starting materials: C#Cc1ccc(OCC(=O)OCC)cc1, Cc1ccc(I)cc1. Product: CCOC(=O)COc1ccc(C#Cc2ccc(C)cc2)cc1. As a reaction SMILES: [C:1](#[CH:2])[c:3]1[cH:4][cH:5][c:6]([O:7][CH2:8][C:9](=[O:10])[O:11][CH2:12][CH3:13])[cH:14][cH:15]1.[I:16][c:17]1[cH:18][cH:19][c:20]([CH3:23])[cH:21][cH:22]1>>[C:1](#[C:2][c:17]1[cH:18][cH:19][c:20]([CH3:23])[cH:21][cH:22]1)[c:3]1[cH:4][cH:5][c:6]([O:7][CH2:8][C:9](=[O:10])[O:11][CH2:12][CH3:13])[cH:14][cH:15]1. Starting materials: ClC(=O)OC(C)Cl (1-Chloroethyl chloroformate), C(C1=CC=CC=C1)(C1=CC=CC=C1)N1CC2(C1)OCCN(C2)C(=O)C=2SC(=CC2)C ((2-Benzhydryl-5-oxa-2,8-diazaspiro[3.5]nonan-8-yl)(5-methylthiophen-2-yl)methanone). The solvent is C(C)#N (acetonitrile). The product is Cl.CC1=CC=C(S1)C(=O)N1CCOC2(CNC2)C1 ((5-Methylthiophen-2-yl)(5-oxa-2,8-diazaspiro[3.5]nonan-8-yl)methanone hydrochloride). RXN SMILES: [Cl:1]C(OC(Cl)C)=O.C([N:21]1[CH2:24][C:23]2([CH2:29][N:28]([C:30]([C:32]3[S:33][C:34]([CH3:37])=[CH:35][CH:36]=3)=[O:31])[CH2:27][CH2:26][O:25]2)[CH2:22]1)(C1C=CC=CC=1)C1C=CC=CC=1>C(#N)C>[ClH:1].[CH3:37][C:34]1[S:33][C:32]([C:30]([N:28]2[CH2:29][C:23]3([CH2:22][NH:21][CH2:24]3)[O:25][CH2:26][CH2:27]2)=[O:31])=[CH:36][CH:35]=1 |f:3.4|. Reported procedure: 1-Chloroethyl chloroformate (0.508 mL) was added dropwise to a solution of (2-benzhydryl-5-oxa-2,8-diazaspiro[3.5]nonan-8-yl)(5-methylthiophen-2-yl)methanone (example 33, step g) (1.5 g) in acetonitrile (30 mL) at 0° C. The mixture was then heated at reflux for 1 hour under nitrogen. The solvent was removed under reduced pressure and the residue dissolved in methanol (50 mL). This solution was heated at reflux under nitrogen for 30 minutes. The solvent was removed under reduced pressure and the ... The reactants are BrC1=CC=C(S1)C(CCCl)=O (1-(5-bromothiophen-2-yl)-3-chloropropan-1-one), CC(=O)[O-].[Na+] (NaOAc). The solvent is C(C)(=O)O (acetic acid). Run at temperature 130 celsius, time 8 hour. Product: C(C)(=O)OCCC(=O)C=1SC(=CC1)Br (3-(5-bromothiophen-2-yl)-3-oxopropyl acetate). Yield: 541.3%. RXN SMILES: [Br:1][C:2]1[S:6][C:5]([C:7](=[O:11])[CH2:8][CH2:9]Cl)=[CH:4][CH:3]=1.[CH3:12][C:13]([O-:15])=[O:14].[Na+]>C(O)(=O)C>[C:13]([O:15][CH2:9][CH2:8][C:7]([C:5]1[S:6][C:2]([Br:1])=[CH:3][CH:4]=1)=[O:11])(=[O:14])[CH3:12] |f:1.2|. Procedure: To the mixture of 1-(5-bromothiophen-2-yl)-3-chloropropan-1-one (2.8 g, 1.6 mmol, 1.0 eq), NaOAc (4.5 g, 55.3 mmol, 5 eq) and KI (200 mg) in acetic acid (16 mL) was stirred at 130° C. for overnight. The mixture was extracted with CH2Cl2 (3×40 ml). The combined organic layers were washed (brine), dried (Na2SO4), filtered and concentrated to give yellow oil 3-(5-bromothiophen-2-yl)-3-oxopropyl acetate (2.4 g, 76.2%). LC-MS (m/z)=278.1 [M+H]+ Starting materials: C([O-])([O-])=O.[K+].[K+] (Potassium carbonate), BrCC#N (bromoacetonitrile), COC=1C=CC2=C(NCCO2)C1 (6-Methoxy-3,4-dihydro-2H-1,4-benzoxazine). Reagents/catalysts: [Br-].C(CCC)[N+](CCCC)(CCCC)CCCC (tetrabutylammonium bromide). Run in O (water). Conditions: temperature 70 celsius, time 12 hour. Yields the product COC=1C=CC2=C(N(CCO2)CC#N)C1 (2-(6-Methoxy-2,3-dihydro-4H-1,4-benzoxazin-4-yl)acetonitrile). RXN SMILES: [CH3:1][O:2][C:3]1[CH:4]=[CH:5][C:6]2[O:11][CH2:10][CH2:9][NH:8][C:7]=2[CH:12]=1.C(=O)([O-])[O-].[K+].[K+].Br[CH2:20][C:21]#[N:22]>O.[Br-].C([N+](CCCC)(CCCC)CCCC)CCC>[CH3:1][O:2][C:3]1[CH:4]=[CH:5][C:6]2[O:11][CH2:10][CH2:9][N:8]([CH2:20][C:21]#[N:22])[C:7]=2[CH:12]=1 |f:1.2.3,6.7|. Reported procedure: The compound obtained in Step D (400 mg; 2.42 mmol) is suspended in 10 ml of water. Potassium carbonate (10 eq.; 24.2 mmol; 3.35 g), tetrabutylammonium bromide (0.05 eq.; 0.12 mmol; 40 mg) and bromoacetonitrile (8 eq.; 19.37 mmol; 1.35 ml) are then added. The mixture is stirred vigorously for 12 hours at 70° C. After returning to ambient temperature, the product formed is extracted with dichloromethane. The organic phase is dried over MgSO4, filtered, and then concentrated under reduced pressure... The reactants are C1CCOC1, COC(=O)c1ccc(OCC2CC(Oc3ccc4ccccc4c3)CN2C(=O)Cc2ccc3nc(Nc4ccccc4C)oc3c2)cc1, [Na+], [OH-]. The product is Cc1ccccc1Nc1nc2ccc(CC(=O)N3CC(Oc4ccc5ccccc5c4)CC3COc3ccc(C(=O)O)cc3)cc2o1. RXN SMILES: [CH2:51]1[O:52][CH2:53][CH2:54][CH2:55]1.[CH3:1][c:2]1[c:3]([NH:8][c:9]2[o:10][c:11]3[c:12]([n:13]2)[cH:14][cH:15][c:16]([CH2:18][C:19](=[O:20])[N:21]2[CH:22]([CH2:37][O:38][c:39]4[cH:40][cH:41][c:42]([C:43](=[O:44])[O:45][CH3:46])[cH:47][cH:48]4)[CH2:23][CH:24]([O:26][c:27]4[cH:28][c:29]5[cH:30][cH:31][cH:32][cH:33][c:34]5[cH:35][cH:36]4)[CH2:25]2)[cH:17]3)[cH:4][cH:5][cH:6][cH:7]1.[Na+:50].[OH-:49]>>[CH3:1][c:2]1[c:3]([NH:8][c:9]2[o:10][c:11]3[c:12]([n:13]2)[cH:14][cH:15][c:16]([CH2:18][C:19](=[O:20])[N:21]2[CH:22]([CH2:37][O:38][c:39]4[cH:40][cH:41][c:42]([C:43](=[O:44])[OH:45])[cH:47][cH:48]4)[CH2:23][CH:24]([O:26][c:27]4[cH:28][c:29]5[cH:30][cH:31][cH:32][cH:33][c:34]5[cH:35][cH:36]4)[CH2:25]2)[cH:17]3)[cH:4][cH:5][cH:6][cH:7]1. The reactants are COC(C(CC1=NN(C(=C1)C1=CC=C(C=C1)C)C1=CC=C(C=C1)OC)C1=CN(C2=CC=CC=C12)C)=O (3-[1-(4-methoxy-phenyl)-5-p-tolyl-1H-pyrazol-3-yl]-2-(1-methyl-1H-indol-3-yl)-propionic acid methyl ester), [Li+].[OH-] (LiOH). The product is COC1=CC=C(C=C1)N1N=C(C=C1C1=CC=C(C=C1)C)CC(C(=O)O)C1=CN(C2=CC=CC=C12)C (3-[1-(4-methoxy-phenyl)-5-p-tolyl-1H-pyrazol-3-yl]-2-(1-methyl-1H-indol-3-yl)-propionic acid). Yield: 49.0%. RXN SMILES: C[O:2][C:3](=[O:36])[CH:4]([C:26]1[C:34]2[C:29](=[CH:30][CH:31]=[CH:32][CH:33]=2)[N:28]([CH3:35])[CH:27]=1)[CH2:5][C:6]1[CH:10]=[C:9]([C:11]2[CH:16]=[CH:15][C:14]([CH3:17])=[CH:13][CH:12]=2)[N:8]([C:18]2[CH:23]=[CH:22][C:21]([O:24][CH3:25])=[CH:20][CH:19]=2)[N:7]=1.[Li+].[OH-]>>[CH3:25][O:24][C:21]1[CH:20]=[CH:19][C:18]([N:8]2[C:9]([C:11]3[CH:16]=[CH:15][C:14]([CH3:17])=[CH:13][CH:12]=3)=[CH:10][C:6]([CH2:5][CH:4]([C:26]3[C:34]4[C:29](=[CH:30][CH:31]=[CH:32][CH:33]=4)[N:28]([CH3:35])[CH:27]=3)[C:3]([OH:36])=[O:2])=[N:7]2)=[CH:23][CH:22]=1 |f:1.2|. Procedure details: 3-[1-(4-Methoxy-phenyl)-5-β-tolyl-1-H-pyrazol-3-yl]-2-(1-methyl-1H-indol-3-yl)-propionic acid. The title compound was prepared by Method 2 from (1-methyl-1H-indol-3-yl)-acetic acid methyl ester (0.10 g, 0.49 mmol), 3-bromoethyl-1-(4-methoxy-phenyl)-5-p-tolyl-1H-pyrazole (89 mg, 0.25 mmol), sodium hydride (19 mg, 0.49 mmol) and DMF (4.0 mL), giving 3-[1-(4-methoxy-phenyl)-5-p-tolyl-1H-pyrazol-3-yl]-2-(1-methyl-1H-indol-3-yl)-propionic acid methyl ester, which was not isolated. The ester was conve... Starting materials: CCC=1C=CC=C(C1N(COCC)C(=O)CCl)C (Acetochlor), CC(C)N(C=1C=CC=CC1)C(=O)CCl (propachlor), CCOCCN(C(=O)CCl)C(=C(C)C)C=1C=CC=CC1 (pethoxamid), CC1=CSC(=C1N(C(C)COC)C(=O)CCl)C (dimethenamid), CCCOCCN(C=1C(=CC=CC1CC)CC)C(=O)CCl (pretilachlor), CC1=C(C(=CC=C1)C)N(CC2=C(C=CS2)OC)C(=O)CCl (thenylchlor), CCC1=CC=CC(=C1N(C(C)COC)C(=O)CCl)C (metolachlor), CCC=1C=CC=C(C1N(COC)C(=O)CCl)CC (alachlor), CCCCOCN(C=1C(=CC=CC1CC)CC)C(=O)CCl (butachlor), CC=1C=CC=C(C1N(CN2C=CC=N2)C(=O)CCl)C (metazachlor). The product is ClCC(=O)NC1=CC=CC=C1 (Chloroacetanilide). Reaction SMILES: CC[C:3]1[CH:4]=[CH:5][CH:6]=[C:7](C)[C:8]=1[N:9]([C:14]([CH2:16][Cl:17])=[O:15])COCC.CCC1C=CC=C(CC)C=1N(C(CCl)=O)COC.CCCCOCN(C(CCl)=O)C1C(CC)=CC=CC=1CC.CC1C(N(C(CCl)=O)C(COC)C)=C(C)SC=1.CC(N(C(CCl)=O)C1C=CC=CC=1)C.CC1C=CC=C(C)C=1N(C(CCl)=O)CN1N=CC=C1.CCC1C(N(C(CCl)=O)C(COC)C)=C(C)C=CC=1.CCCOCCN(C(CCl)=O)C1C(CC)=CC=CC=1CC.CC1C=CC=C(C)C=1N(C(CCl)=O)CC1SC=CC=1OC.CCOCCN(C(C1C=CC=CC=1)=C(C)C)C(CCl)=O>>[Cl:17][CH2:16][C:14]([NH:9][C:8]1[CH:7]=[CH:6][CH:5]=[CH:4][CH:3]=1)=[O:15]. Procedure details: Acetochlor, alachlor, butachlor, dimethenamid, propachlor, metazachlor, metolachlor, pretilachlor, thenylchlor, and pethoxamid. Starting materials: CC(C)(C)OC(=O)N1CC(Cl)CC1COCc1cc(F)c(F)cc1F, CC([O-])=S, [K+], CN(C)C=O. The product is CC(=O)SC1CC(COCc2cc(F)c(F)cc2F)N(C(=O)OC(C)(C)C)C1. RXN SMILES: [C:1]([CH3:2])([CH3:3])([CH3:4])[O:5][C:6](=[O:7])[N:8]1[CH:9]([CH2:14][O:15][CH2:16][c:17]2[c:18]([F:25])[cH:19][c:20]([F:24])[c:21]([F:23])[cH:22]2)[CH2:10][CH:11]([Cl:13])[CH2:12]1.[C:26]([CH3:27])(=[S:28])[O-:29].[K+:30].[O:31]=[CH:32][N:33]([CH3:34])[CH3:35]>>[C:1]([CH3:2])([CH3:3])([CH3:4])[O:5][C:6](=[O:7])[N:8]1[CH:9]([CH2:14][O:15][CH2:16][c:17]2[c:18]([F:25])[cH:19][c:20]([F:24])[c:21]([F:23])[cH:22]2)[CH2:10][CH:11]([S:28][C:26]([CH3:27])=[O:29])[CH2:12]1.